Dataset: the Open Reaction Database (ORD), a public repository of structured organic reaction records. Task: describe an organic reaction: reactants, conditions, products, and yield Starting materials: NC1=NC=C(C=C1)C (2-amino-5-picoline), BrBr (bromine), [OH-].[Na+] (sodium hydroxide). Run in CCOCC (ether), C(C)(=O)O (acetic acid). Run at time 1 hour. Product: NC1=NC=C(C=C1Br)C (2-Amino-3-bromo-5-methylpyridine). As a reaction SMILES: [NH2:1][C:2]1[CH:7]=[CH:6][C:5]([CH3:8])=[CH:4][N:3]=1.[Br:9]Br.[OH-].[Na+]>C(O)(=O)C.CCOCC>[NH2:1][C:2]1[C:7]([Br:9])=[CH:6][C:5]([CH3:8])=[CH:4][N:3]=1 |f:2.3|. Procedure details: To a solution of 2-amino-5-picoline (5 g) in acetic acid (40 mL) at r.t. was added bromine (2.6 mL) slowly. After 1 h, the acid was neutralized by the careful addition of sodium hydroxide (10N) at 0°0 C. The resulting orange precipitate was dissolved in ether and washed successively with saturated potassium carbonate, saturated Na2S2O3 and brine, dried and concentrated. Flash chromatography (eluting with hexane/ethyl acetate, 3:2 v/v) of the residual solid provided the title compound as a pale y... The reactants are CC=1N=C(SC1C(=O)O)CCC=1C(=NOC1C)C1=CC=CC=C1 (4-methyl-2-[2-(5-methyl-3-phenyl-isoxazol-4-yl)-ethyl]-thiazole-5-carboxylic acid), C(=O)(N1C=NC=C1)N1C=NC=C1 (1,1′-carbonyldiimidazole), [OH-].[NH4+] (ammonium hydroxide). Solvent: CN(C)C=O (DMF). Conditions: temperature 60 celsius, time 1 hour. The product is CC=1N=C(SC1C(=O)N)CCC=1C(=NOC1C)C1=CC=CC=C1 (4-Methyl-2-[2-(5-methyl-3-phenyl-isoxazol-4-yl)-ethyl]thiazole-5-carboxylic acid amide). Isolated yield 87.0%. As a reaction SMILES: [CH3:1][C:2]1[N:3]=[C:4]([CH2:10][CH2:11][C:12]2[C:13]([C:18]3[CH:23]=[CH:22][CH:21]=[CH:20][CH:19]=3)=[N:14][O:15][C:16]=2[CH3:17])[S:5][C:6]=1[C:7](O)=[O:8].C(N1C=CN=C1)([N:26]1C=CN=C1)=O.[OH-].[NH4+]>CN(C=O)C>[CH3:1][C:2]1[N:3]=[C:4]([CH2:10][CH2:11][C:12]2[C:13]([C:18]3[CH:23]=[CH:22][CH:21]=[CH:20][CH:19]=3)=[N:14][O:15][C:16]=2[CH3:17])[S:5][C:6]=1[C:7]([NH2:26])=[O:8] |f:2.3|. Procedure: To a solution of 4-methyl-2-[2-(5-methyl-3-phenyl-isoxazol-4-yl)-ethyl]-thiazole-5-carboxylic acid (65 mg, 0.2 mmol) in DMF (82 mL) was added 1,1′-carbonyldiimidazole (39 mg, 0.24 mmol). The resulting reaction mixture was stirred for 1 h at 60° C. and then treated with an ammonium hydroxide solution (300 μL, 2.0 mmol) and stirred for 2 h at room temperature. The reaction mixture was then evaporated. Purification by chromatography (silica, dichloromethane:methanol=99:1 to 95:5) afforded the title...